Dataset: the Open Reaction Database (ORD), a public repository of structured organic reaction records. Task: describe an organic reaction: reactants, conditions, products, and yield The reactants are COC(CC1CCCC(C(=O)O)N1C(=O)OCc1ccccc1)OC, NCCc1ccccc1, ClCCCl, ClCCl, Cl, [Na+], O=C([O-])O, On1nnc2ccccc21. Yields the product COC(CC1CCCC(C(=O)NCCc2ccccc2)N1C(=O)OCc1ccccc1)OC. Reaction SMILES: [CH2:1]([c:2]1[cH:3][cH:4][cH:5][cH:6][cH:7]1)[O:8][C:9](=[O:10])[N:11]1[CH:12]([C:23](=[O:24])[OH:25])[CH2:13][CH2:14][CH2:15][CH:16]1[CH2:17][CH:18]([O:19][CH3:20])[O:21][CH3:22].[CH2:26]([CH2:27][c:28]1[cH:29][cH:30][cH:31][cH:32][cH:33]1)[NH2:34].[CH2:45]([Cl:46])[CH2:47][Cl:48].[Cl:55][CH2:56][Cl:57].[ClH:49].[Na+:54].[O-:50][C:51]([OH:52])=[O:53].[OH:35][n:36]1[c:37]2[c:38]([cH:39][cH:40][cH:41][cH:42]2)[n:43][n:44]1>>[CH2:1]([c:2]1[cH:3][cH:4][cH:5][cH:6][cH:7]1)[O:8][C:9](=[O:10])[N:11]1[CH:12]([C:23](=[O:24])[NH:34][CH2:26][CH2:27][c:28]2[cH:29][cH:30][cH:31][cH:32][cH:33]2)[CH2:13][CH2:14][CH2:15][CH:16]1[CH2:17][CH:18]([O:19][CH3:20])[O:21][CH3:22]. Reactants: N1N=CC=C1 (pyrazole), ClC=1N=C(C2=C(N1)SC(=C2)C(F)(F)F)NCC2=CC(=CC=C2)[N+](=O)[O-] (2-chloro-6-trifluoromethyl-4-(3-nitrobenzylamino)-thieno-[2,3-d]-pyrimidine). The product is N1(N=CC=C1)C=1N=C(C2=C(N1)SC(=C2)C(F)(F)F)NCC2=CC(=CC=C2)[N+](=O)[O-] (2-(pyrazol-1-yl)-6-trifluoromethyl-4-(3-nitrobenzylamino)-thieno-[2,3-d]-pyrimidine). RXN SMILES: [NH:1]1[CH:5]=[CH:4][CH:3]=[N:2]1.Cl[C:7]1[N:8]=[C:9]([NH:20][CH2:21][C:22]2[CH:27]=[CH:26][CH:25]=[C:24]([N+:28]([O-:30])=[O:29])[CH:23]=2)[C:10]2[CH:15]=[C:14]([C:16]([F:19])([F:18])[F:17])[S:13][C:11]=2[N:12]=1>>[N:1]1([C:7]2[N:8]=[C:9]([NH:20][CH2:21][C:22]3[CH:27]=[CH:26][CH:25]=[C:24]([N+:28]([O-:30])=[O:29])[CH:23]=3)[C:10]3[CH:15]=[C:14]([C:16]([F:18])([F:19])[F:17])[S:13][C:11]=3[N:12]=2)[CH:5]=[CH:4][CH:3]=[N:2]1. Reported procedure: Following the procedure of Example 97, the reaction of pyrazole with 2-chloro-6-trifluoromethyl-4-(3-nitrobenzylamino)-thieno-[2,3-d]-pyrimidine gives 2-(pyrazol-1-yl)-6-trifluoromethyl-4-(3-nitrobenzylamino)-thieno-[2,3-d]-pyrimidine. The reactants are CO, Cc1c([N+](=O)[O-])ccc2cccnc12, O=C[O-], [NH4+]. Product: Cc1c(N)ccc2cccnc12. Reaction SMILES: [CH3:19][OH:20].[CH3:1][c:2]1[c:3]([N+:12]([O-:13])=[O:14])[cH:4][cH:5][c:6]2[cH:7][cH:8][cH:9][n:10][c:11]12.[CH:15]([O-:16])=[O:17].[NH4+:18]>>[CH3:1][c:2]1[c:3]([NH2:12])[cH:4][cH:5][c:6]2[cH:7][cH:8][cH:9][n:10][c:11]12. Yields the product C[N+](C)(C)CC(CC(=O)[O-])NC(=O)c1ccc(CCc2ccccc2)s1. Starting materials: CO, C[N+](C)(C)CC(CC(=O)[O-])NC(=O)c1ccc(C#Cc2ccccc2)s1. Reaction SMILES: [CH3:27][OH:28].[c:1]1([C:7]#[C:8][c:9]2[cH:10][cH:11][c:12]([C:14](=[O:15])[NH:16][CH:17]([CH2:18][C:19](=[O:20])[O-:21])[CH2:22][N+:23]([CH3:24])([CH3:25])[CH3:26])[s:13]2)[cH:2][cH:3][cH:4][cH:5][cH:6]1>>[c:1]1([CH2:7][CH2:8][c:9]2[cH:10][cH:11][c:12]([C:14](=[O:15])[NH:16][CH:17]([CH2:18][C:19](=[O:20])[O-:21])[CH2:22][N+:23]([CH3:24])([CH3:25])[CH3:26])[s:13]2)[cH:2][cH:3][cH:4][cH:5][cH:6]1. Starting materials: COC1=CC=C(C#N)C=C1 (4-methoxybenzonitrile), CO (methanol), Cl (HCl). Reaction conditions: time 24 hour. Product: Cl.COC1=CC=C(C(OC)=N)C=C1 (Methyl 4-methoxybenzimidate hydrochloride). RXN SMILES: [CH3:1][O:2][C:3]1[CH:10]=[CH:9][C:6]([C:7]#[N:8])=[CH:5][CH:4]=1.[ClH:11].[CH3:12][OH:13]>>[ClH:11].[CH3:1][O:2][C:3]1[CH:10]=[CH:9][C:6]([C:7](=[NH:8])[O:13][CH3:12])=[CH:5][CH:4]=1 |f:3.4|. Procedure details: 4-methoxybenzonitrile (12.5 g, 91.1 mmol) was dissolved in methanol (140 mL), through this cooled (−5° C.) solution gaseous HCl was bubbled for about 3 hours. The reaction mixture was then stirred, in a closed flask, at r.t. for 24 hours. Then the excess HCl was stripped by bubbling nitrogen and the resulting solution was concentrated, the residue was taken up with TBME (100 mL) and stirred for 30 min., then filtrated and dried to provide the title product as a colourless powder 19.0 g (quantita... Starting materials: [Br-], OCCOc1ccc(Br)cc1, CCB(CC)c1cccnc1, CCCC[N+](CCCC)(CCCC)CCCC, [K+], C1CCOC1, [OH-]. Product: OCCOc1ccc(-c2cccnc2)cc1. RXN SMILES: [Br-:25].[Br:1][c:2]1[cH:3][cH:4][c:5]([O:6][CH2:7][CH2:8][OH:9])[cH:10][cH:11]1.[CH2:12]([B:13]([CH2:14][CH3:21])[c:15]1[cH:16][n:17][cH:18][cH:19][cH:20]1)[CH3:22].[CH2:26]([N+:27]([CH2:28][CH2:29][CH2:30][CH3:31])([CH2:32][CH2:33][CH2:34][CH3:35])[CH2:36][CH2:37][CH2:38][CH3:39])[CH2:40][CH2:41][CH3:42].[K+:24].[O:43]1[CH2:44][CH2:45][CH2:46][CH2:47]1.[OH-:23]>>[c:2]1(-[c:15]2[cH:16][n:17][cH:18][cH:19][cH:20]2)[cH:3][cH:4][c:5]([O:6][CH2:7][CH2:8][OH:9])[cH:10][cH:11]1. Reactants: [Li]CCCC, C1CCOC1, CC#N, CCCCCC, CC(C)NC(C)C, O=C([O-])c1ccc(Cl)cc1F. Product: N#CCC(=O)c1ccc(Cl)cc1F. As a reaction SMILES: [CH2:1]([Li:2])[CH2:3][CH2:4][CH3:5].[CH2:27]1[O:28][CH2:29][CH2:30][CH2:31]1.[CH3:13][C:14]#[N:15].[CH3:32][CH2:33][CH2:34][CH2:35][CH2:36][CH3:37].[CH:6]([NH:7][CH:8]([CH3:9])[CH3:10])([CH3:11])[CH3:12].[Cl:16][c:17]1[cH:18][c:19]([F:26])[c:20]([C:21](=[O:22])[O-:23])[cH:24][cH:25]1>>[CH2:13]([C:14]#[N:15])[C:21]([c:20]1[c:19]([F:26])[cH:18][c:17]([Cl:16])[cH:25][cH:24]1)=[O:22].